From a dataset of the Open Reaction Database (ORD), a public repository of structured organic reaction records. describe an organic reaction: reactants, conditions, products, and yield Reactants: C(C)(=O)OC[C@H]1O[C@H]([C@@H]([C@@H]1OC(C)=O)OC(C)=O)N1C2=NC(=NC(=C2N=C1)Cl)C=1SC(=CC1)C ({(2R,3R,4R,5R)-3,4-Diacetyloxy-5-[6-chloro-2-(5-methyl(2-thienyl))purin-9-yl]oxolan-2-yl}methyl Acetate), N (ammonia). Reaction conditions: temperature 40 celsius. Yields the product NC1=C2N=CN(C2=NC(=N1)C=1SC(=CC1)C)[C@@H]1O[C@@H]([C@H]([C@H]1O)O)CO ((4S,2R,3R,5R)-2-[6-Amino-2-(5-methyl(2-thienyl)) purin-9-yl]-5-(hydroxymethyl)oxolane-3,4-diol). Reaction SMILES: C([O:4][CH2:5][C@@H:6]1[C@@H:10]([O:11]C(=O)C)[C@@H:9]([O:15]C(=O)C)[C@H:8]([N:19]2[CH:27]=[N:26][C:25]3[C:20]2=[N:21][C:22]([C:29]2[S:30][C:31]([CH3:34])=[CH:32][CH:33]=2)=[N:23][C:24]=3Cl)[O:7]1)(=O)C.[NH3:35]>>[NH2:35][C:24]1[N:23]=[C:22]([C:29]2[S:30][C:31]([CH3:34])=[CH:32][CH:33]=2)[N:21]=[C:20]2[C:25]=1[N:26]=[CH:27][N:19]2[C@H:8]1[C@H:9]([OH:15])[C@H:10]([OH:11])[C@@H:6]([CH2:5][OH:4])[O:7]1. Procedure details: Compound 12 (50 mg, 0.1 mmol) was dissolved in 5 mL methanolic ammonia (saturated at 0° C.) and the mixture was heated at 40° C. for 24 h. After concentration in vacuo, the residue was purified using prep. TLC (10% MeOHIDCM) to afford 13 1HNMR (CD3OD)δ2.5 (s, 3 H) 3.75 (d, 1 H), 3.85 (d, 1 H), 4.15 (d, 2 H) 4.45 (m, 1 H), 4.85 (m, 1 H), 6.0 (d, 1 H), 6.75 (d, 1 H), 7.7 (d, 1 H), 8.25 (s, 1 H). Starting materials: BrC=1C=CC=2N3C4=C(C=C(C=C4C2C1)O)C(C(=C3)C)=O (10-bromo-2-hydroxy-5-methyl-4H-pyrido[3,2,1-jk]carbazole-4-one), ice water, C([O-])([O-])=O.[K+].[K+] (potassium carbonate), BrCC(=O)OC(C)(C)C (t-butyl bromoacetate). The solvent is CS(=O)C (dimethyl sulfoxide). Conditions: time 30 minute. Yields the product BrC=1C=CC=2N3C4=C(C=C(C=C4C2C1)OCC(=O)OC(C)(C)C)C(C(=C3)C)=O (l0-bromo-2-t-butoxycarbonylmethyloxy-5-methyl-4H-pyrido[3,2,1-jk]carbazole-4-one). Isolated yield 39.0%. As a reaction SMILES: [Br:1][C:2]1[CH:3]=[CH:4][C:5]2[N:6]3[CH:18]=[C:17]([CH3:19])[C:16](=[O:20])[C:8]4[CH:9]=[C:10]([OH:15])[CH:11]=[C:12]([C:13]=2[CH:14]=1)[C:7]3=4.C(=O)([O-])[O-].[K+].[K+].Br[CH2:28][C:29]([O:31][C:32]([CH3:35])([CH3:34])[CH3:33])=[O:30]>CS(C)=O>[Br:1][C:2]1[CH:3]=[CH:4][C:5]2[N:6]3[CH:18]=[C:17]([CH3:19])[C:16](=[O:20])[C:8]4[CH:9]=[C:10]([O:15][CH2:28][C:29]([O:31][C:32]([CH3:35])([CH3:34])[CH3:33])=[O:30])[CH:11]=[C:12]([C:13]=2[CH:14]=1)[C:7]3=4 |f:1.2.3|. Procedure details: 10-bromo-2-hydroxy-5-methyl-4H-pyrido[3,2,1-jk]carbazole-4-one (250 mg) obtained in Example 49 was suspended in dimethyl sulfoxide (10 ml), and potassium carbonate (210 mg) was added to the suspension. The mixture was stirred at room temperature for 30 minutes and t-butyl bromoacetate (0.13 ml) was added to the mixture. The mixture was stirred for 2.5 hours at room temperature, and the reaction mixture was poured into ice water (50 ml) and extracted with ethyl acetate. The ethyl acetate layer wa...